Dataset: the Open Reaction Database (ORD), a public repository of structured organic reaction records. Task: describe an organic reaction: reactants, conditions, products, and yield Starting materials: O=Cc1ccc(Br)cc1, CCO, Cl, NCCS, O. Yields the product Brc1ccc(C2NCCS2)cc1. RXN SMILES: [Br:1][c:2]1[cH:3][cH:4][c:5]([CH:6]=[O:7])[cH:8][cH:9]1.[CH3:15][CH2:16][OH:17].[ClH:14].[NH2:10][CH2:11][CH2:12][SH:13].[OH2:18]>>[Br:1][c:2]1[cH:3][cH:4][c:5]([CH:6]2[NH:10][CH2:11][CH2:12][S:13]2)[cH:8][cH:9]1. The reactants are CC(=O)Nc1cc(C(C)(C)C)c(SS(=O)(=O)c2ccc(C)cc2)cc1C, Cc1ccc(S(=O)(=O)Sc2cc(C)c(CO)cc2C(C)(C)C)cc1, O=C([O-])[O-], O=C1C=C(O)CC(CCc2ccc(O)cc2)(C2CCCC2)O1, [K+], [K+], CN(C)C=O. Yields the product CC(=O)Nc1cc(C(C)(C)C)c(SC2=C(O)CC(CCc3ccc(O)cc3)(C3CCCC3)OC2=O)cc1C. As a reaction SMILES: [C:23]([CH3:24])(=[O:25])[NH:26][c:27]1[cH:28][c:29]([C:45]([CH3:46])([CH3:47])[CH3:48])[c:30]([S:34][S:35]([c:36]2[cH:37][cH:38][c:39]([CH3:40])[cH:41][cH:42]2)(=[O:43])=[O:44])[cH:31][c:32]1[CH3:33].[C:49]([c:50]1[cH:51][c:52]([CH2:53][OH:54])[c:55]([CH3:56])[cH:57][c:58]1[S:59][S:60]([c:61]1[cH:62][cH:63][c:64]([CH3:65])[cH:66][cH:67]1)(=[O:68])=[O:69])([CH3:70])([CH3:71])[CH3:72].[C:73](=[O:74])([O-:75])[O-:76].[CH:1]1([C:6]2([CH2:14][CH2:15][c:16]3[cH:17][cH:18][c:19]([OH:22])[cH:20][cH:21]3)[CH2:7][C:8]([OH:13])=[CH:9][C:10](=[O:12])[O:11]2)[CH2:2][CH2:3][CH2:4][CH2:5]1.[K+:77].[K+:78].[O:79]=[CH:80][N:81]([CH3:82])[CH3:83]>>[CH:1]1([C:6]2([CH2:14][CH2:15][c:16]3[cH:17][cH:18][c:19]([OH:22])[cH:20][cH:21]3)[CH2:7][C:8]([OH:13])=[C:9]([S:34][c:30]3[c:29]([C:45]([CH3:46])([CH3:47])[CH3:48])[cH:28][c:27]([NH:26][C:23]([CH3:24])=[O:25])[c:32]([CH3:33])[cH:31]3)[C:10](=[O:12])[O:11]2)[CH2:2][CH2:3][CH2:4][CH2:5]1. Starting materials: CC1=C(C=CC=2C(OCC21)=O)[C@@H]2OC2 (4-methyl-5-[(2S)-oxiran-2-yl]-2-benzofuran-1(3H)-one), CC1=C(C=CC=2C(OCC21)=O)CCN2CCNCC2 (4-methyl-5-(2-piperazin-1-ylethyl)-2-benzofuran-1(3H)-one). The product is O[C@H](CN1CCN(CC1)CCC1=C(C2=C(C(OC2)=O)C=C1)C)C1=C(C2=C(C(OC2)=O)C=C1)C (5-((1S)-1-hydroxy-2-{4-[2-(4-methyl-1-oxo-1,3-dihydro-2-benzofuran-5-yl)ethyl]piperazin-1-yl}ethyl)-4-methyl-2-benzofuran-1(3H)-one). RXN SMILES: [CH3:1][C:2]1[C:10]2[CH2:9][O:8][C:7](=[O:11])[C:6]=2[CH:5]=[CH:4][C:3]=1[C@H:12]1[CH2:14][O:13]1.[CH3:15][C:16]1[C:24]2[CH2:23][O:22][C:21](=[O:25])[C:20]=2[CH:19]=[CH:18][C:17]=1[CH2:26][CH2:27][N:28]1[CH2:33][CH2:32][NH:31][CH2:30][CH2:29]1>>[OH:13][C@@H:12]([C:3]1[CH:4]=[CH:5][C:6]2[C:7](=[O:11])[O:8][CH2:9][C:10]=2[C:2]=1[CH3:1])[CH2:14][N:31]1[CH2:32][CH2:33][N:28]([CH2:27][CH2:26][C:17]2[CH:18]=[CH:19][C:20]3[C:21](=[O:25])[O:22][CH2:23][C:24]=3[C:16]=2[CH3:15])[CH2:29][CH2:30]1. Procedure details: 5-((1S)-1-hydroxy-2-{4-[2-(4-methyl-1-oxo-1,3-dihydro-2-benzofuran-5-yl)ethyl]piperazin-1-yl}ethyl)-4-methyl-2-benzofuran-1(3H)-one was prepared in a similar fashion to that described for the synthesis of EXAMPLE 12 starting from 4-methyl-5-[(2S)-oxiran-2-yl]-2-benzofuran-1(3H)-one and 4-methyl-5-(2-piperazin-1-ylethyl)-2-benzofuran-1(3H)-one. Reactants: Clc1ncc(Cl)c(Nc2ccc(N3CCOCC3)cc2-n2cccn2)n1, CC1(C)CCC(=O)Nc2ccc(N)cc21. The product is CC1(C)CCC(=O)Nc2ccc(Nc3ncc(Cl)c(Nc4ccc(N5CCOCC5)cc4-n4cccn4)n3)cc21. Reaction SMILES: [Cl:1][c:2]1[n:3][cH:4][c:5]([Cl:26])[c:6]([NH:8][c:9]2[c:10](-[n:21]3[n:22][cH:23][cH:24][cH:25]3)[cH:11][c:12]([N:15]3[CH2:16][CH2:17][O:18][CH2:19][CH2:20]3)[cH:13][cH:14]2)[n:7]1.[NH2:27][c:28]1[cH:29][c:30]2[c:31]([cH:40][cH:41]1)[NH:32][C:33](=[O:39])[CH2:34][CH2:35][C:36]2([CH3:37])[CH3:38]>>[c:2]1([NH:27][c:28]2[cH:29][c:30]3[c:31]([cH:40][cH:41]2)[NH:32][C:33](=[O:39])[CH2:34][CH2:35][C:36]3([CH3:37])[CH3:38])[n:3][cH:4][c:5]([Cl:26])[c:6]([NH:8][c:9]2[c:10](-[n:21]3[n:22][cH:23][cH:24][cH:25]3)[cH:11][c:12]([N:15]3[CH2:16][CH2:17][O:18][CH2:19][CH2:20]3)[cH:13][cH:14]2)[n:7]1. Reactants: C(CCC)[Li] (n-Butyl lithium), C(C)(C)NC(C)C (Diisopropylamine), C(C1=CC=CC=C1)N1CCC(CC1)(C(=O)OCC)N(C(C)=O)C1=CC=CC=C1 (Ethyl 1-benzyl-4-(N-phenylacetamido)piperidine-4-carboxylate). The solvent is C1CCOC1 (THF). Conditions: temperature -78 celsius, time 30 minute. The product is C(C1=CC=CC=C1)N1CCC2(C(CC(N2C2=CC=CC=C2)=O)=O)CC1 (8-benzyl-1-phenyl-1,8-diazaspiro[4.5]decane-2,4-dione). Reaction SMILES: C(NC(C)C)(C)C.C([Li])CCC.[CH2:13]([N:20]1[CH2:25][CH2:24][C:23]([N:31]([C:35]2[CH:40]=[CH:39][CH:38]=[CH:37][CH:36]=2)[C:32](=[O:34])[CH3:33])([C:26]([O:28]CC)=O)[CH2:22][CH2:21]1)[C:14]1[CH:19]=[CH:18][CH:17]=[CH:16][CH:15]=1>C1COCC1>[CH2:13]([N:20]1[CH2:25][CH2:24][C:23]2([N:31]([C:35]3[CH:36]=[CH:37][CH:38]=[CH:39][CH:40]=3)[C:32](=[O:34])[CH2:33][C:26]2=[O:28])[CH2:22][CH2:21]1)[C:14]1[CH:19]=[CH:18][CH:17]=[CH:16][CH:15]=1. Procedure: Diisopropylamine (1.54 g, 15 mmol) was dissolved in THF (50 mL) and then the mixture was cooled to −78° C. n-Butyl lithium (6.1 mL, 2.5 M in hexane) was added dropwise at −78° C. After addition, the reaction mixture was stirred for 30 min at −78° C. Ethyl 1-benzyl-4-(N-phenylacetamido)piperidine-4-carboxylate (2.9 g, 7.6 mmol) was added dropwise at −78° C. The mixture was continued to stir for 1 h at −78° C. The reaction was quenched by dropwise addition of water (10 mL) at −78° C. and then allo... Reactants: CCOC(C)=O, [Cl-], CC(C)(C)OC(=O)N1CC(F)CC1C(N)=O, [Na+], O, O=P(Cl)(Cl)Cl, c1ccncc1, c1c[nH]cn1. Yields the product CC(C)(C)OC(=O)N1CC(F)CC1C#N. As a reaction SMILES: [CH2:29]([O:30][C:31](=[O:32])[CH3:33])[CH3:34].[Cl-:28].[NH2:6][C:7](=[O:8])[CH:9]1[N:10]([C:15](=[O:16])[O:17][C:18]([CH3:19])([CH3:20])[CH3:21])[CH2:11][CH:12]([F:14])[CH2:13]1.[Na+:27].[OH2:35].[P:22]([Cl:23])([Cl:24])([Cl:25])=[O:26].[cH:36]1[cH:37][cH:38][n:39][cH:40][cH:41]1.[nH:1]1[cH:2][cH:3][n:4][cH:5]1>>[N:6]#[C:7][CH:9]1[N:10]([C:15](=[O:16])[O:17][C:18]([CH3:19])([CH3:20])[CH3:21])[CH2:11][CH:12]([F:14])[CH2:13]1. Reactants: COCCCNc1ccc2ncc(Br)n2n1, CCOCC, CCCCC=CB(O)O, Cl. The product is Cl, CCCCC=Cc1cnc2ccc(NCCCOC)nn12. Reaction SMILES: [Br:1][c:2]1[cH:3][n:4][c:5]2[n:6]1[n:7][c:8]([NH:11][CH2:12][CH2:13][CH2:14][O:15][CH3:16])[cH:9][cH:10]2.[CH3:27][CH2:28][O:29][CH2:30][CH3:31].[CH:17](=[CH:18][CH2:19][CH2:20][CH2:21][CH3:22])[B:23]([OH:24])[OH:25].[ClH:26]>>[ClH:26].[c:2]1([CH:17]=[CH:18][CH2:19][CH2:20][CH2:21][CH3:22])[cH:3][n:4][c:5]2[n:6]1[n:7][c:8]([NH:11][CH2:12][CH2:13][CH2:14][O:15][CH3:16])[cH:9][cH:10]2.